Dataset: the Open Reaction Database (ORD), a public repository of structured organic reaction records. Task: describe an organic reaction: reactants, conditions, products, and yield The reactants are C=CCBr, [H-], [Na+], CN(C)C=O, O=C(O)c1ccccc1OCCN1CCC(c2cn(CCO)c3ccccc23)CC1. Yields the product C=CCOCCn1cc(C2CCN(CCOc3ccccc3C(=O)O)CC2)c2ccccc21. RXN SMILES: [CH2:33]([CH:34]=[CH2:35])[Br:36].[H-:2].[Na+:1].[O:37]=[CH:38][N:39]([CH3:40])[CH3:41].[OH:3][CH2:4][CH2:5][n:6]1[cH:7][c:8]([CH:15]2[CH2:16][CH2:17][N:18]([CH2:21][CH2:22][O:23][c:24]3[c:25]([C:26](=[O:27])[OH:28])[cH:29][cH:30][cH:31][cH:32]3)[CH2:19][CH2:20]2)[c:9]2[cH:10][cH:11][cH:12][cH:13][c:14]12>>[O:3]([CH2:4][CH2:5][n:6]1[cH:7][c:8]([CH:15]2[CH2:16][CH2:17][N:18]([CH2:21][CH2:22][O:23][c:24]3[c:25]([C:26](=[O:27])[OH:28])[cH:29][cH:30][cH:31][cH:32]3)[CH2:19][CH2:20]2)[c:9]2[cH:10][cH:11][cH:12][cH:13][c:14]12)[CH2:35][CH:34]=[CH2:33]. Starting materials: FC(C=1C=C(CCC2=NN(C(N2CC2=CC=CC=C2)=O)CCCCl)C=C(C1)C(F)(F)F)(F)F (3-(3,5-bis(tri-fluoromethyl)phenethyl)-4-benzyl-1-(3-chloropropyl)-5-oxo-1,2,4-triazole), C(C1=CC=CC=C1)C1CCNCC1 (4-benzylpiperidine). The product is FC(C=1C=C(CCC2=NN(C(N2CC2=CC=CC=C2)=O)CCCN2CCC(CC2)CC2=CC=CC=C2)C=C(C1)C(F)(F)F)(F)F (3-(3,5-Bis(trifluoromethyl)phenethyl)-4-benzyl-1-(3-(4-benzylpiperidino)propyl)-5-oxo-1,2,4-triazole). Reaction SMILES: [F:1][C:2]([F:33])([F:32])[C:3]1[CH:4]=[C:5]([CH:25]=[C:26]([C:28]([F:31])([F:30])[F:29])[CH:27]=1)[CH2:6][CH2:7][C:8]1[N:12]([CH2:13][C:14]2[CH:19]=[CH:18][CH:17]=[CH:16][CH:15]=2)[C:11](=[O:20])[N:10]([CH2:21][CH2:22][CH2:23]Cl)[N:9]=1.[CH2:34]([CH:41]1[CH2:46][CH2:45][NH:44][CH2:43][CH2:42]1)[C:35]1[CH:40]=[CH:39][CH:38]=[CH:37][CH:36]=1>>[F:1][C:2]([F:33])([F:32])[C:3]1[CH:4]=[C:5]([CH:25]=[C:26]([C:28]([F:31])([F:30])[F:29])[CH:27]=1)[CH2:6][CH2:7][C:8]1[N:12]([CH2:13][C:14]2[CH:19]=[CH:18][CH:17]=[CH:16][CH:15]=2)[C:11](=[O:20])[N:10]([CH2:21][CH2:22][CH2:23][N:44]2[CH2:45][CH2:46][CH:41]([CH2:34][C:35]3[CH:40]=[CH:39][CH:38]=[CH:37][CH:36]=3)[CH2:42][CH2:43]2)[N:9]=1. Procedure: Prepared as for Example 6 using 3-(3,5-bis(tri-fluoromethyl)phenethyl)-4-benzyl-1-(3-chloropropyl)-5-oxo-1,2,4-triazole (Description 2) and 4-benzylpiperidine. MS m/e (CI+) 631 (100%, M+1). The reactants are CC(=O)O[BH-](OC(C)=O)OC(C)=O, CC(C)=O, CC12CCCNC1c1ccccc1C2, ClCCCl, [Na+], [Na+], [OH-]. Product: CC(C)N1CCCC2(C)Cc3ccccc3C12. As a reaction SMILES: [C:19]([O:20][BH-:21]([O:22][C:23](=[O:24])[CH3:25])[O:26][C:27](=[O:28])[CH3:29])(=[O:30])[CH3:31].[CH3:15][C:16]([CH3:17])=[O:18].[CH3:1][C:2]12[CH:3]([NH:4][CH2:5][CH2:6][CH2:7]1)[c:8]1[cH:9][cH:10][cH:11][cH:12][c:13]1[CH2:14]2.[Cl:35][CH2:36][CH2:37][Cl:38].[Na+:32].[Na+:34].[OH-:33]>>[CH3:1][C:2]12[CH:3]([N:4]([CH:16]([CH3:15])[CH3:17])[CH2:5][CH2:6][CH2:7]1)[c:8]1[cH:9][cH:10][cH:11][cH:12][c:13]1[CH2:14]2. The reactants are [Sn](Cl)Cl (tin(II) chloride), ClC1=C(C(=O)NC2=C(C=CC=C2)\C=C\C2=NNC3=CC=CC=C23)C=CC(=C1)[N+](=O)[O-] ((E)-2-chloro-N-{2-[2-(1H-indazol-3-yl)vinyl]phenyl}-4-nitrobenzamide), [OH-].[Na+] (sodium hydroxide). Solvent: Cl (hydrochloric acid), C(C)(=O)O (acetic acid). Conditions: temperature 40 celsius, time 2 hour. Yields the product NC1=CC(=C(C(=O)NC2=C(C=CC=C2)\C=C\C2=NNC3=CC=CC=C23)C=C1)Cl ((E)-4-amino-2-chloro-N-{2-[2-(1H-indazol-3-yl)vinyl]phenyl}benzamide). The yield is 38.6%. Reaction SMILES: [Cl:1][C:2]1[CH:27]=[C:26]([N+:28]([O-])=O)[CH:25]=[CH:24][C:3]=1[C:4]([NH:6][C:7]1[CH:12]=[CH:11][CH:10]=[CH:9][C:8]=1/[CH:13]=[CH:14]/[C:15]1[C:23]2[C:18](=[CH:19][CH:20]=[CH:21][CH:22]=2)[NH:17][N:16]=1)=[O:5].[Sn](Cl)Cl.[OH-].[Na+]>C(O)(=O)C.Cl>[NH2:28][C:26]1[CH:25]=[CH:24][C:3]([C:4]([NH:6][C:7]2[CH:12]=[CH:11][CH:10]=[CH:9][C:8]=2/[CH:13]=[CH:14]/[C:15]2[C:23]3[C:18](=[CH:19][CH:20]=[CH:21][CH:22]=3)[NH:17][N:16]=2)=[O:5])=[C:2]([Cl:1])[CH:27]=1 |f:2.3|. Reported procedure: (E)-2-chloro-N-{2-[2-(1H-indazol-3-yl)vinyl]phenyl}-4-nitrobenzamide (60 mg, 0.14 mmol) was dissolved in acetic acid (1.0 mL) and hydrochloric acid (0.5 mL). The solution was added with tin(II) chloride (114 mg, 0.6 mmol), stirred at 40° C. for 2 hours, added with 6 mol/L sodium hydroxide to neutralize and then the mixture was extracted with ethyl acetate. The organic layer was sequentially washed with water and saturated brine, dried over anhydrous magnesium sulfate and the solvent was evaporat...